Dataset: the Open Reaction Database (ORD), a public repository of structured organic reaction records. Task: describe an organic reaction: reactants, conditions, products, and yield Reported procedure: Next, to a solution of [2-(4-fluorophenoxy)ethyl]carbamic acid tert-butyl ester (7.0 g, 27.4 mmol) in dioxane (20 mL) cooled in an ice bath was added 4N—HCl in dioxane (100 mL) dropwise. The mixture was stirred at 0° C. for 2 hours, and at room temperature for 16 hours. The precipitates were filtered, washed with diethylether, and dried under reduced pressure to yield 2-(4-fluorophenoxy)ethylamine HCl salt (4.24 g, 80.7% yield). As a reaction SMILES: C(OC(=O)[NH:7][CH2:8][CH2:9][O:10][C:11]1[CH:16]=[CH:15][C:14]([F:17])=[CH:13][CH:12]=1)(C)(C)C.[ClH:19]>O1CCOCC1>[ClH:19].[F:17][C:14]1[CH:15]=[CH:16][C:11]([O:10][CH2:9][CH2:8][NH2:7])=[CH:12][CH:13]=1 |f:3.4|. Conditions: temperature 0 celsius, time 2 hour. Isolated yield 80.7%. Run in O1CCOCC1 (dioxane), O1CCOCC1 (dioxane). The reactants are C(C)(C)(C)OC(NCCOC1=CC=C(C=C1)F)=O ([2-(4-fluorophenoxy)ethyl]carbamic acid tert-butyl ester), Cl (HCl). Yields the product Cl.FC1=CC=C(OCCN)C=C1 (2-(4-fluorophenoxy)ethylamine HCl salt). Reactants: C(C)(=O)OC(C)C#CC12C(CCC1(C)C)(C)O2 (2-acetoxy-4-(1,2-epoxy-2,5,5-trimethylcyclopentyl)but-3-yn), C1CCOC1 (THF), [H-].[Al+3].[Li+].[H-].[H-].[H-] (lithium aluminum hydride), C1CCOC1 (THF), [OH-].[Na+] (sodium hydroxide). The solvent is O (water), O (water). Reaction conditions: time 10 hour. Yields the product OC1(C(C(CC1)(C)C)=C=CC(C)O)C (4-(2-hydroxy-2,5,5-trimethylcyclopentylidene)but-3-en-2-ol). Isolated yield 72.2%. As a reaction SMILES: C1COCC1.[H-].[Al+3].[Li+].[H-].[H-].[H-].C([O:15][CH:16]([C:18]#[C:19][C:20]12[O:28][C:21]1([CH3:27])[CH2:22][CH2:23][C:24]2([CH3:26])[CH3:25])[CH3:17])(=O)C.[OH-].[Na+]>O>[OH:28][C:21]1([CH3:27])[CH2:22][CH2:23][C:24]([CH3:25])([CH3:26])[C:20]1=[C:19]=[CH:18][CH:16]([OH:15])[CH3:17] |f:1.2.3.4.5.6,8.9|. Procedure details: To 20 ml of an anhydrous THF suspension containing 644 mg of lithium aluminum hydride was slowly added 20 ml of an anhydrous THF solution containing 2.0 g of 2-acetoxy-4-(1,2-epoxy-2,5,5-trimethylcyclopentyl)but-3-yn under ice-cooling in a nitrogen atmosphere over 10 minutes. After the addition, the mixture was placed under refluxing conditions and stirred for 10 hours. After completion of the reaction, the reaction mixture was cooled, and 0.6 ml of water, 0.6 ml of a 15% sodium hydroxide aqueou... Starting materials: [BH4-], [BH4-], CCOCC, CCOC(=O)C(Cc1ccc(C(C)(C)CC)cc1)C(=O)c1cccc(Cl)c1, Cl, [Zn+2]. The product is CCOC(=O)C(Cc1ccc(C(C)(C)CC)cc1)C(O)c1cccc(Cl)c1. Reaction SMILES: [BH4-:34].[BH4-:36].[CH3:29][CH2:30][O:31][CH2:32][CH3:33].[Cl:1][c:2]1[cH:3][c:4]([C:8]([CH:9]([C:10](=[O:11])[O:12][CH2:13][CH3:14])[CH2:15][c:16]2[cH:17][cH:18][c:19]([C:22]([CH3:23])([CH3:24])[CH2:25][CH3:26])[cH:20][cH:21]2)=[O:27])[cH:5][cH:6][cH:7]1.[ClH:28].[Zn+2:35]>>[Cl:1][c:2]1[cH:3][c:4]([CH:8]([CH:9]([C:10](=[O:11])[O:12][CH2:13][CH3:14])[CH2:15][c:16]2[cH:17][cH:18][c:19]([C:22]([CH3:23])([CH3:24])[CH2:25][CH3:26])[cH:20][cH:21]2)[OH:27])[cH:5][cH:6][cH:7]1. Reactants: C(C)(C)(C)OC(N[C@@H](CC(=O)NNC1=NC=CC2=CC=CC=C12)CC1=C(C=CC(=C1)F)F)=O (tert-Butyl[(1R)-1-(2,5-difluorobenzyl)-3-(2-isoquinolin-1-ylhydrazino)-3-oxopropyl]carbamate). Run in COCCO (2-methoxyethanol). Product: C(C)(C)(C)OC(N[C@@H](CC1=NN=C2N1C=CC1=CC=CC=C21)CC2=C(C=CC(=C2)F)F)=O (tert-Butyl[(1R)-1-(2,5-difluorobenzyl)-2-[1,2,4]triazolo[3,4-a]isoquinolin-3-ylethyl]carbamate). Reaction SMILES: [C:1]([O:5][C:6](=[O:33])[NH:7][C@H:8]([CH2:24][C:25]1[CH:30]=[C:29]([F:31])[CH:28]=[CH:27][C:26]=1[F:32])[CH2:9][C:10]([NH:12][NH:13][C:14]1[C:23]2[C:18](=[CH:19][CH:20]=[CH:21][CH:22]=2)[CH:17]=[CH:16][N:15]=1)=O)([CH3:4])([CH3:3])[CH3:2]>COCCO>[C:1]([O:5][C:6](=[O:33])[NH:7][C@H:8]([CH2:24][C:25]1[CH:30]=[C:29]([F:31])[CH:28]=[CH:27][C:26]=1[F:32])[CH2:9][C:10]1[N:15]2[CH:16]=[CH:17][C:18]3[C:23]([C:14]2=[N:13][N:12]=1)=[CH:22][CH:21]=[CH:20][CH:19]=3)([CH3:4])([CH3:3])[CH3:2]. Procedure details: The crude residue from Step A was treated with 5 mL of 2-methoxyethanol, and the mixture was stirred at reflux for 1 h. The residue obtained upon concentration was flash chromatographed on silica gel (1-2.5% methanol in dichloromethane) to provide the title compound as a light tan solid, mp 185-187° C. (decomposition). LC-MS 439 (M+1). The reactants are N#N (N2), [Si](C)(C)(C(C)(C)C)OCC=1N=C(OC1)C(C)(C)OC (4-(((tert-butyldimethylsilyl)oxy)methyl)-2-(2-methoxypropan-2-yl)oxazole), CCCC[N+](CCCC)(CCCC)CCCC.[F-] (TBAF), solution. Run in C1CCOC1 (THF), C1CCOC1 (THF), CC(OCC)=O (EA). Conditions: temperature 0 celsius, time 45 minute. Product: COC(C)(C)C=1OC=C(N1)CO ((2-(2-Methoxypropan-2-yl)oxazol-4-yl)methanol). Reaction SMILES: N#N.[Si]([O:10][CH2:11][C:12]1[N:13]=[C:14]([C:17]([O:20][CH3:21])([CH3:19])[CH3:18])[O:15][CH:16]=1)(C(C)(C)C)(C)C.CCCC[N+](CCCC)(CCCC)CCCC.[F-]>C1COCC1.CC(=O)OCC>[CH3:21][O:20][C:17]([C:14]1[O:15][CH:16]=[C:12]([CH2:11][OH:10])[N:13]=1)([CH3:19])[CH3:18] |f:2.3|. Procedure details: In a flame dried round-bottomed flask equipped with a magnetic stir bar and under inert atmosphere (N2), a solution of 4-(((tert-butyldimethylsilyl)oxy)methyl)-2-(2-methoxypropan-2-yl)oxazole (110 mg, 0.39 mmol) in THF (1.8 mL) was treated at 0° C. with TBAF (0.39 mL of a 1M solution in THF, 0.39 mmol) and the resulting mixture was stirred for 45 min at 0° C. The reaction mixture was diluted with EA (10 mL), washed with sat. aq. NH4Cl (5 mL) and brine, dried over MgSO4, filtered and the solvent ... The reactants are [OH-].[Na+] (NaOH), ClC1=NC(=NC(=C1)C)C1=NC=CC=C1 (4-chloro-6-methyl-2-(2-pyridinyl)pyrimidine), CC1=C(N)C(=CC=C1)C (2,6-dimethylaniline), Cl (HCl). Solvent: O.C(C)O (water ethanol). Yields the product CC1=C(NC2=NC(=NC(=C2)C)C2=NC=CC=C2)C(=CC=C1)C (4-(2,6-Dimethylanilino)-6-methyl-2-(2-pyridinyl)pyrimidine). The yield is 82.2%. As a reaction SMILES: Cl[C:2]1[CH:7]=[C:6]([CH3:8])[N:5]=[C:4]([C:9]2[CH:14]=[CH:13][CH:12]=[CH:11][N:10]=2)[N:3]=1.[CH3:15][C:16]1[CH:22]=[CH:21][CH:20]=[C:19]([CH3:23])[C:17]=1[NH2:18].Cl.[OH-].[Na+]>O.C(O)C>[CH3:15][C:16]1[CH:22]=[CH:21][CH:20]=[C:19]([CH3:23])[C:17]=1[NH:18][C:2]1[CH:7]=[C:6]([CH3:8])[N:5]=[C:4]([C:9]2[CH:14]=[CH:13][CH:12]=[CH:11][N:10]=2)[N:3]=1 |f:3.4,5.6|. Reported procedure: A mixture of 4-chloro-6-methyl-2-(2-pyridinyl)pyrimidine (50 mg, 0.243 mmol), 2,6-dimethylaniline (45 μl, 0.365 mmol) and 2N HCl (150 μl) in water:ethanol (2:1, 10 ml) was refluxed for 24 h. The mixture was cooled to room temperature and basified with aqueous 2N NaOH to pH 10–12. The mixture was extracted with ethyl acetate (75 ml), which was washed with water (2×20 ml), aqueous saturated NaCl (1×20 ml), and dried over anhydrous sodium sulfate. The ethyl acetate solution was rotary evaporated to... Reactants: Compound ( 250 ), ClC1=C(C=CC=C1F)F (2-chloro-1,3-difluorobenzene), Grignard reagent, FC1=C(N)C(=CC=C1)F (2,6-difluoroaniline), BrC1=CC(=C(C(=C1)F)Cl)F (1-bromo-4-chloro-3,5-difluorobenzene), C(C)(C)(C)OO (t-butyl hydroperoxide), cuprous chloride, boric ester, diazonium salt, OO (hydrogen peroxide), Grignard reagent, ClC1=C(C=C(C=C1F)O)F (4-chloro-3,5-difluorophenol), ClC1=C(C=C(C=C1F)O)F (4-chloro-3,5-difluorophenol), nitro. Run in Cl (hydrochloric acid). Product: ClC1=C(C=C(N)C=C1F)F (4-chloro-3,5-difluoroaniline). RXN SMILES: [Cl:1][C:2]1[C:7]([F:8])=[CH:6][C:5](O)=[CH:4][C:3]=1[F:10].BrC1C=C(F)C(Cl)=C(F)C=1.C(OO)(C)(C)C.OO.ClC1C(F)=CC=CC=1F.FC1C=CC=C(F)C=1[NH2:41]>Cl>[Cl:1][C:2]1[C:7]([F:8])=[CH:6][C:5]([NH2:41])=[CH:4][C:3]=1[F:10]. Procedure: Compound (250) can be prepared in the same manner as in Preparation Example 240, except for replacing compound (P102) with 4-chloro-3,5-difluorophenol. The 4-chloro-3,5-difluorophenol can be prepared by reacting a Grignard reagent prepared from 1-bromo-4-chloro-3,5-difluorobenzene with t-butyl hydroperoxide or converting the same Grignard reagent to a boric ester, and oxidizing the product with hydrogen peroxide under a basic condition. It is also prepared by nitrating 2-chloro-1,3-difluorobenze... As a reaction SMILES: [C:1]([CH3:2])([CH3:3])([CH3:4])[O:5][C:6](=[O:7])[NH:8][CH:9]([CH2:10][C:11](=[O:12])[OH:13])[CH2:14][c:15]1[c:16]([F:21])[cH:17][cH:18][cH:19][cH:20]1.[CH2:35]([Cl:36])[CH2:37][Cl:38].[CH:49]([N:50]([CH2:51][CH3:52])[CH:53]([CH3:54])[CH3:55])([CH3:56])[CH3:57].[N+:22](=[O:23])([O-:24])[c:25]1[cH:26][cH:27][c:28]2[c:33]([cH:34]1)[CH2:32][NH:31][CH2:30][CH2:29]2.[OH:39][n:40]1[c:41]2[c:42]([cH:43][cH:44][cH:45][cH:46]2)[n:47][n:48]1>>[C:1]([CH3:2])([CH3:3])([CH3:4])[O:5][C:6](=[O:7])[NH:8][CH:9]([CH2:10][C:11](=[O:13])[N:31]1[CH2:30][CH2:29][c:28]2[cH:27][cH:26][c:25]([N+:22](=[O:23])[O-:24])[cH:34][c:33]2[CH2:32]1)[CH2:14][c:15]1[c:16]([F:21])[cH:17][cH:18][cH:19][cH:20]1. Reactants: CC(C)(C)OC(=O)NC(CC(=O)O)Cc1ccccc1F, ClCCCl, CCN(C(C)C)C(C)C, O=[N+]([O-])c1ccc2c(c1)CNCC2, On1nnc2ccccc21. The product is CC(C)(C)OC(=O)NC(CC(=O)N1CCc2ccc([N+](=O)[O-])cc2C1)Cc1ccccc1F.